This data is from the Open Reaction Database (ORD), a public repository of structured organic reaction records. The task is: describe an organic reaction: reactants, conditions, products, and yield Starting materials: [H][H] (hydrogen), 60, FC1=CC=C(C(=O)NC2=CC=C(C=C2)[N+](=O)[O-])C=C1 (4-(4-fluorobenz-oyl)aminonitrobenzene). Reagents/catalysts: [Pt] (platinum on carbon). Solvent: O1CCCC1 (tetrahydrofuran). Product: FC1=CC=C(C(=O)NC2=CC=C(N)C=C2)C=C1 (4-(4-fluorobenzoyl)aminoaniline). Isolated yield 98.7%. RXN SMILES: [F:1][C:2]1[CH:19]=[CH:18][C:5]([C:6]([NH:8][C:9]2[CH:14]=[CH:13][C:12]([N+:15]([O-])=O)=[CH:11][CH:10]=2)=[O:7])=[CH:4][CH:3]=1.[H][H]>O1CCCC1.[Pt]>[F:1][C:2]1[CH:19]=[CH:18][C:5]([C:6]([NH:8][C:9]2[CH:14]=[CH:13][C:12]([NH2:15])=[CH:11][CH:10]=2)=[O:7])=[CH:4][CH:3]=1. Reported procedure: To a solution of 56.6 gm (0.217 mole) 4-(4-fluorobenz-oyl)aminonitrobenzene in 875 mL tetrahydrofuran were added 5.7 gm 5% platinum on carbon. The reaction mixture was hydrogenated at room temperature for 18 hours at initial hydrogen pressure of 60 p.s.i. The reaction mixture was then filtered and the filtrate concentrated under reduced pressure to give 49.3 gm (98.5%) of the desired compound. Reactants: C(C1=CC=CC=C1)N1C(=NC2=C(C1=O)C(=C(S2)Br)Br)C(CC)Br (3-benzyl-5,6-dibromo-2-(1-bromopropyl)thieno[2,3-d]pyrimidin-4(3H)-one), CN(CCN)C (N,N-dimethylethylenediamine). Solvent: C(C)O (ethanol). The product is C(C1=CC=CC=C1)N1C(=NC2=C(C1=O)C(=C(S2)Br)Br)C(CC)NCCN(C)C (3-benzyl-5,6-dibromo-2-(1-{[2-(dimethylamino)ethyl]amino}propyl)thieno[2,3-d]pyrimidin-4(3H)-one). RXN SMILES: [CH2:1]([N:8]1[C:13](=[O:14])[C:12]2[C:15]([Br:19])=[C:16]([Br:18])[S:17][C:11]=2[N:10]=[C:9]1[CH:20](Br)[CH2:21][CH3:22])[C:2]1[CH:7]=[CH:6][CH:5]=[CH:4][CH:3]=1.[CH3:24][N:25]([CH3:29])[CH2:26][CH2:27][NH2:28]>C(O)C>[CH2:1]([N:8]1[C:13](=[O:14])[C:12]2[C:15]([Br:19])=[C:16]([Br:18])[S:17][C:11]=2[N:10]=[C:9]1[CH:20]([NH:28][CH2:27][CH2:26][N:25]([CH3:29])[CH3:24])[CH2:21][CH3:22])[C:2]1[CH:7]=[CH:6][CH:5]=[CH:4][CH:3]=1. Procedure details: A solution of 3-benzyl-5,6-dibromo-2-(1-bromopropyl)thieno[2,3-d]pyrimidin-4(3H)-one (2-5, 35 mg, 0.066 mmol, 1 equiv) and N,N-dimethylethylenediamine (17 mg, 0.198 mmol, 3 equiv) in ethanol (5 mL) was heated at reflux for 18 h. The reaction was concentrated, and the residue was partitioned between EtOAc and brine. The organic layer was dried (MgSO4) and concentrated to provide 3-benzyl-5,6-dibromo-2-{(1-([2-(dimethylamino)ethyl]amino}propyl)thieno-[2,3-d]pyrimidin-4(3H)-one (2-7) as a yellow gu... Starting materials: C(#N)C1CCN(CC1)C(=O)N1CC(CC(C1)C1=CC=C(C=C1)OC(F)(F)F)C(=O)OC (Methyl 1-[(4-cyanopiperidin-1-yl)carbonyl]-5-[4-(trifluoromethoxy)phenyl]piperidine-3-carboxylate), CC(C)([O-])C.[K+] (potassium tert-butoxide). Yields the product C(#N)C1CCN(CC1)C(=O)N1CC(CC(C1)C1=CC=C(C=C1)OC(F)(F)F)C(=O)O (1-[(4-Cyanopiperidin-1-yl)carbonyl]-5-[4-(trifluoromethoxy)phenyl]piperidine-3-carboxylic acid). Reaction SMILES: [C:1]([CH:3]1[CH2:8][CH2:7][N:6]([C:9]([N:11]2[CH2:16][CH:15]([C:17]3[CH:22]=[CH:21][C:20]([O:23][C:24]([F:27])([F:26])[F:25])=[CH:19][CH:18]=3)[CH2:14][CH:13]([C:28]([O:30]C)=[O:29])[CH2:12]2)=[O:10])[CH2:5][CH2:4]1)#[N:2].CC(C)([O-])C.[K+]>>[C:1]([CH:3]1[CH2:8][CH2:7][N:6]([C:9]([N:11]2[CH2:16][CH:15]([C:17]3[CH:22]=[CH:21][C:20]([O:23][C:24]([F:25])([F:26])[F:27])=[CH:19][CH:18]=3)[CH2:14][CH:13]([C:28]([OH:30])=[O:29])[CH2:12]2)=[O:10])[CH2:5][CH2:4]1)#[N:2] |f:1.2|. Procedure: 1.69 g (about 2.62 mmol) of the compound from Example 107A and 2.9 g (26.2 mmol) of potassium tert-butoxide were reacted according to the General Method 9A. Yield: 1.53 g (90% of theory, 65% pure) Starting materials: [Cr] (chromium), [Co].[Ni] (nickel-cobalt), [N+](=O)([O-])[O-].[Cr+3].[N+](=O)([O-])[O-].[N+](=O)([O-])[O-] (chromium nitrate). Reaction conditions: temperature 470 celsius. Product: [N+](=O)([O-])[O-].[Cr+3].[N+](=O)([O-])[O-].[N+](=O)([O-])[O-] (chromium nitrate), [O-2].[Cr+3].[Co+2].[Ni+2] (nickel-cobalt-chromium oxide). As a reaction SMILES: [Cr:1].[Co:2].[Ni:3].[N+:4]([O-:7])([O-:6])=[O:5].[Cr+3].[N+:9]([O-:12])([O-:11])=[O:10].[N+:13]([O-:16])([O-:15])=[O:14]>>[N+:4]([O-:7])([O-:6])=[O:5].[Cr+3:1].[N+:9]([O-:12])([O-:11])=[O:10].[N+:13]([O-:16])([O-:15])=[O:14].[O-2:5].[Cr+3:1].[Co+2:2].[Ni+2:3] |f:1.2,3.4.5.6,7.8.9.10,11.12.13.14|. Reported procedure: 62.5 g of carboxymethyl cellulose was added to 2.5 liters of distilled water and the mixture was kneaded and deaerated to obtain a binder solution. To this binder solution was added 2.5 kg of nickel powder of about 3 μm in average particle size and the mixture was further kneaded and deaerated to obtain a slurry. A wire gauze of 40 meshes was passed through this slurry solution to deposit the slurry thereon and then this wire gauze was passed through a slit to adjust thickness and dried. Thereaf... Reactants: C(C)N (ethylamine), CC1(CC(C2=C(S1)SC(=C2)S(=O)(=O)N)=O)C (5,6-dihydro-6,6-dimethyl-4H-thieno[2,3-b]thiopyran-4-one-2-sulfonamide), [BH4-].[Na+] (sodium borohydride). The reagents and catalysts are [Ti](Cl)(Cl)(Cl)Cl (Titanium tetrachloride). Run in O1CCCC1 (tetrahydrofuran), C1=CC=CC=C1 (benzene). Product: C(C)NC1C2=C(SC(C1)(C)C)SC(=C2)S(=O)(=O)N (5,6-Dihydro-4-ethylamino-6,6-dimethyl-4H-thieno[2,3-b]thiopyran-2-sulfonamide). Isolated yield 77.1%. As a reaction SMILES: [CH3:1][C:2]1([CH3:16])[S:7][C:6]2[S:8][C:9]([S:11]([NH2:14])(=[O:13])=[O:12])=[CH:10][C:5]=2[C:4](=O)[CH2:3]1.[CH2:17]([NH2:19])[CH3:18].[BH4-].[Na+]>O1CCCC1.C1C=CC=CC=1.[Ti](Cl)(Cl)(Cl)Cl>[CH2:17]([NH:19][CH:4]1[CH2:3][C:2]([CH3:16])([CH3:1])[S:7][C:6]2[S:8][C:9]([S:11]([NH2:14])(=[O:13])=[O:12])=[CH:10][C:5]1=2)[CH3:18] |f:2.3|. Procedure details: A solution of 5,6-dihydro-6,6-dimethyl-4H-thieno[2,3-b]thiopyran-4-one-2-sulfonamide (3.00 g, 0.011 mol) in dry tetrahydrofuran (40 ml) and benzene (40 ml) was cooled to -10° C. and condensed ethylamine (15 ml, 10.8 g, 0.24 mol) was added rapidly with stirring. Titanium tetrachloride 1.14 g, 0.006 mol) was added over 20 minutes while maintaining the temperature below 0° C. The mixture was stirred at ambient temperature for 2.5 hours, filtered, and the solid was washed with tetrahydrofuran. The c...